From a dataset of the Open Reaction Database (ORD), a public repository of structured organic reaction records. describe an organic reaction: reactants, conditions, products, and yield Reactants: O=C([O-])[O-], CC#N, Cc1c(F)cc(C(=O)NC2CC2)cc1-n1ccnc(NC2(c3ccccc3O)CC2)c1=O, ClCCBr, [Cs+], [Cs+]. The product is Cc1c(F)cc(C(=O)NC2CC2)cc1-n1ccnc(NC2(c3ccccc3OCCCl)CC2)c1=O. RXN SMILES: [C:37](=[O:38])([O-:39])[O-:40].[CH3:43][C:44]#[N:45].[CH:1]1([NH:4][C:5]([c:6]2[cH:7][c:8]([F:31])[c:9]([CH3:30])[c:10](-[n:12]3[c:13](=[O:29])[c:14]([NH:18][C:19]4([c:22]5[c:23]([OH:28])[cH:24][cH:25][cH:26][cH:27]5)[CH2:20][CH2:21]4)[n:15][cH:16][cH:17]3)[cH:11]2)=[O:32])[CH2:2][CH2:3]1.[Cl:33][CH2:34][CH2:35][Br:36].[Cs+:41].[Cs+:42]>>[CH:1]1([NH:4][C:5]([c:6]2[cH:7][c:8]([F:31])[c:9]([CH3:30])[c:10](-[n:12]3[c:13](=[O:29])[c:14]([NH:18][C:19]4([c:22]5[c:23]([O:28][CH2:35][CH2:34][Cl:33])[cH:24][cH:25][cH:26][cH:27]5)[CH2:20][CH2:21]4)[n:15][cH:16][cH:17]3)[cH:11]2)=[O:32])[CH2:2][CH2:3]1. The reactants are CO, O=c1[nH]c2ccc([N+](=O)[O-])cc2nc1-c1cccs1. Product: Nc1ccc2[nH]c(=O)c(-c3cccs3)nc2c1. RXN SMILES: [CH3:20][OH:21].[N+:1]([O-:2])(=[O:3])[c:4]1[cH:5][c:6]2[n:7][c:8](-[c:15]3[s:16][cH:17][cH:18][cH:19]3)[c:9](=[O:14])[nH:10][c:11]2[cH:12][cH:13]1>>[NH2:1][c:4]1[cH:5][c:6]2[n:7][c:8](-[c:15]3[s:16][cH:17][cH:18][cH:19]3)[c:9](=[O:14])[nH:10][c:11]2[cH:12][cH:13]1. Starting materials: C(C)O[C@H]1C(O[C@H]([C@H]1O)[C@@H](C=C)O)=O ((3R,4R,5S)-3-ethoxy-4-hydroxy-5-[(1R)-1-hydroxyprop-2-en-1-yl]dihydrofuran-2(3H)-one), C(=C)C1CCCC1 (vinylcyclopentane), 2nd. The reagents and catalysts are Cl[Ru](Cl)([P](C1CCCCC1)(C2CCCCC2)C3CCCCC3)([P](C4CCCCC4)(C5CCCCC5)C6CCCCC6)=CC7=CC=CC=C7 (Grubb's catalyst). Solvent: C(Cl)Cl (CH2Cl2). Run at time 24 hour. Product: C1(CCCC1)/C=C/[C@@H](O)[C@H]1[C@H]([C@H](C(O1)=O)OCC)O ((3R,4R,5S)-5-[(1R,2E)-3-cyclopentyl-1-hydroxyprop-2-en-1-yl]-3-ethoxy-4-hydroxydihydrofuran-2(3H)-one). The yield is 12.7%. RXN SMILES: [CH2:1]([O:3][C@@H:4]1[C@H:8]([OH:9])[C@H:7]([C@H:10]([OH:13])[CH:11]=[CH2:12])[O:6][C:5]1=[O:14])[CH3:2].C([CH:17]1[CH2:21][CH2:20][CH2:19][CH2:18]1)=C>Cl[Ru](=CC1C=CC=CC=1)([P](C1CCCCC1)(C1CCCCC1)C1CCCCC1)([P](C1CCCCC1)(C1CCCCC1)C1CCCCC1)Cl.C(Cl)Cl>[CH:17]1(/[CH:12]=[CH:11]/[C@H:10]([C@@H:7]2[O:6][C:5](=[O:14])[C@H:4]([O:3][CH2:1][CH3:2])[C@@H:8]2[OH:9])[OH:13])[CH2:21][CH2:20][CH2:19][CH2:18]1 |^1:30,49|. Procedure details: 550 mg of 51 (2.47 mmol), 0.987 g of vinylcyclopentane (10.26 mmol), 18 mL of CH2Cl2 and 63 mg of 2nd generation Grubb's catalyst (C46H65Cl2N2PRu, MW 848.98, 0.030 mmol) are added to a 50 mL round-bottomed flask. The medium is stirred for 24 h at RT and then the insoluble material is filtered and the solvent is evaporated. The crude product is chromatographed on a silica cartridge (40 g, eluent AcOEt/heptane—in an AcOEt gradient: 50 to 100%). 85 mg of expected product 52 are obtained. The reactants are CN(C)C=O (DMF), C(CCC)[Li] (butyllithium), CCCCCC (hexane), BrC=1C(=CC=2C(CCC(C2C1)(C)C)(C)C)CCCCCC (3-bromo-2-hexyl-5,5,8,8-tetramethyl-5,6,7,8-tetrahydronaphthalene). Solvent: C1CCOC1 (THF). Conditions: temperature -78 celsius, time 1 hour. The product is C(CCCCC)C=1C(=CC=2C(CCC(C2C1)(C)C)(C)C)C=O (3-Hexyl-5,5,8,8-tetramethyl-5,6,7,8-tetrahvdronaphth-2-aldehyde). RXN SMILES: Br[C:2]1[C:3]([CH2:16][CH2:17][CH2:18][CH2:19][CH2:20][CH3:21])=[CH:4][C:5]2[C:6]([CH3:15])([CH3:14])[CH2:7][CH2:8][C:9]([CH3:13])([CH3:12])[C:10]=2[CH:11]=1.C([Li])CCC.CCCCCC.CN([CH:36]=[O:37])C>C1COCC1>[CH2:16]([C:3]1[C:2]([CH:36]=[O:37])=[CH:11][C:10]2[C:9]([CH3:12])([CH3:13])[CH2:8][CH2:7][C:6]([CH3:15])([CH3:14])[C:5]=2[CH:4]=1)[CH2:17][CH2:18][CH2:19][CH2:20][CH3:21]. Procedure details: A solution of 5.43 g of 3-bromo-2-hexyl-5,5,8,8-tetramethyl-5,6,7,8-tetrahydronaphthalene in 110 ml of THF was cooled to −78° C. with an acetone/dry ice bath and treated dropwise with 14.5 ml of butyllithium 1.6M in hexane (1.5 eq.). The mixture was kept at −78° C. for 1 hour. DMF (2.4 ml) was added at −78° C. The reaction mixture was stirred at −78° C. for 15 min. then was allowed to warm to room temperature for 2 hours. The mixture was quenched with water (100 ml) and the pH was adjusted to 2 ... The reactants are CN(C)C=O, CC(C)=O, O=S(=O)([O-])CCCCl, [Na+], [Na], Cc1c(O)cc2c(=O)c3ccccc3sc2c1C. The product is [Na], Cc1c(OCCCS(=O)(=O)O)cc2c(=O)c3ccccc3sc2c1C. Reaction SMILES: [CH3:29][N:30]([CH3:31])[CH:32]=[O:33].[CH3:34][C:35](=[O:36])[CH3:37].[Cl:20][CH2:21][CH2:22][CH2:23][S:24](=[O:25])(=[O:26])[O-:27].[Na+:28].[Na:1].[OH:2][c:3]1[cH:4][c:5]2[c:6](=[O:19])[c:7]3[cH:8][cH:9][cH:10][cH:11][c:12]3[s:13][c:14]2[c:15]([CH3:18])[c:16]1[CH3:17]>>[Na:1].[O:2]([c:3]1[cH:4][c:5]2[c:6](=[O:19])[c:7]3[cH:8][cH:9][cH:10][cH:11][c:12]3[s:13][c:14]2[c:15]([CH3:18])[c:16]1[CH3:17])[CH2:21][CH2:22][CH2:23][S:24](=[O:25])(=[O:26])[OH:27]. Reactants: C(C)(=O)NC1=CC=C(C=C1)O (4-acetamidophenol), CN(C(CBr)=O)OC (N-methyl-N-methoxy 2-bromoacetamide), C([O-])([O-])=O.[Cs+].[Cs+] (cesium carbonate). The solvent is C(C)#N (acetonitrile). Yields the product CN(C(COC1=CC=C(C=C1)NC(C)=O)=O)OC (N-methyl-N-methoxy 2-(4-acetamidophenoxy)acetamide). Yield: 74.0%. Reaction SMILES: [CH3:1][N:2]([O:7][CH3:8])[C:3](=[O:6])[CH2:4]Br.[C:9]([NH:12][C:13]1[CH:18]=[CH:17][C:16]([OH:19])=[CH:15][CH:14]=1)(=[O:11])[CH3:10].C(=O)([O-])[O-].[Cs+].[Cs+]>C(#N)C>[CH3:1][N:2]([O:7][CH3:8])[C:3](=[O:6])[CH2:4][O:19][C:16]1[CH:15]=[CH:14][C:13]([NH:12][C:9](=[O:11])[CH3:10])=[CH:18][CH:17]=1 |f:2.3.4|. Reported procedure: This bromoacetamide was dissolved in acetonitrile and to the solution were added 10.75 gm (71.15 mMol) 4-acetamidophenol followed by 23.10 gm (71.1 mMol) cesium carbonate. The reaction mixture was heated at reflux for 3 hours and then concentrated under reduced pressure. The residue was partitioned between dichloromethane and 1N aqueous sodium hydroxide. The organic phase was separated, washed sequentially with water and saturated aqueous sodium chloride, dried over magnesium sulfate and concent... The reactants are N(=[N+]=[N-])C[C@@H](OCC1=CC=CC=C1)[C@H](OCC1=CC=CC=C1)[C@@H](OS(=O)(=O)C)COCC1=CC=CC=C1 (1-Azido-1-deoxy-4-O-methanesulfonyl-2,3,5-tri-O-benzyl-L-xylitol). Reagents/catalysts: [Pd] (Palladium black). Solvent: C(C)O (ethanol), C(C)(=O)OCC (ethyl acetate). Run at time 8 hour. Product: C(C1=CC=CC=C1)O[C@@H]1CN[C@@H]([C@H]1OCC1=CC=CC=C1)COCC1=CC=CC=C1 (2,3,5-tri-O-benzyl-1,4-dideoxy-1,4-imino-D-arabinitol). Yield: 85.7%. As a reaction SMILES: [N:1]([CH2:4][C@H:5]([C@@H:14]([C@H:23]([CH2:29][O:30][CH2:31][C:32]1[CH:37]=[CH:36][CH:35]=[CH:34][CH:33]=1)OS(C)(=O)=O)[O:15][CH2:16][C:17]1[CH:22]=[CH:21][CH:20]=[CH:19][CH:18]=1)[O:6][CH2:7][C:8]1[CH:13]=[CH:12][CH:11]=[CH:10][CH:9]=1)=[N+]=[N-]>C(O)C.C(OCC)(=O)C.[Pd]>[CH2:7]([O:6][C@H:5]1[C@H:14]([O:15][CH2:16][C:17]2[CH:22]=[CH:21][CH:20]=[CH:19][CH:18]=2)[C@@H:23]([CH2:29][O:30][CH2:31][C:32]2[CH:37]=[CH:36][CH:35]=[CH:34][CH:33]=2)[NH:1][CH2:4]1)[C:8]1[CH:13]=[CH:12][CH:11]=[CH:10][CH:9]=1. Reported procedure: 1-Azido-1-deoxy-4-O-methanesulfonyl-2,3,5-tri-O-benzyl-L-xylitol (4.5 g, 7.98 mmol) is dissolved in a 1:1 mixture of ethanol and ethyl acetate (30 mL) and Palladium black (0.234 g) is added. The mixture is stirred under hydrogen at atmospheric pressure overnight. The catalyst is filtered off and the solvents evaporated under reduced pressure. Flash chromatography on silica gel and elution with a 95:5 mixture of ethyl acetate and methanol yield 2,3,5-tri-O-benzyl-1,4-dideoxy-1,4-imino-D-arabinito...